Task: describe an organic reaction: reactants, conditions, products, and yield. Dataset: the Open Reaction Database (ORD), a public repository of structured organic reaction records Reported procedure: A mixture of 3-(2-chloro-9-methyl-6-morpholin-4-yl-9H-purin-8-ylmethylene)azetidine-1-carboxylic acid tert-butyl ester (180 mg, 0.43 mmol), (R)-1-(1H-benzoimidazol-2-yl)ethanol (84 mg, 0.52 mmol), tris(dibenzylideneacetone) dipalladium (40 mg, 0.04 mmol), XPhos (82 mg, 0.17 mmol) and Cs2CO3 (279 mg, 0.86 mmol) in toluene (3 mL) was purged with argon then heated at 140° C. for 1 h in a microwave reactor. The reaction mixture was filtered through Celite®, washing with EtOAc and the filtrate concen... Product: C(C)(C)(C)OC(=O)N1CC(C1)=CC=1N(C2=NC(=NC(=C2N1)N1CCOCC1)N1C(=NC2=C1C=CC=C2)[C@@H](C)O)C (3-{2-[2-((R)-1-Hydroxyethyl)benzoimidazol-1-yl]-9-methyl-6-morpholin-4-yl-9H-purin-8-ylmethylene}azetidine-1-carboxylic acid tert-butyl ester). Yield: 71.0%. Starting materials: C(C)(C)(C)OC(=O)N1CC(C1)=CC=1N(C2=NC(=NC(=C2N1)N1CCOCC1)Cl)C (3-(2-chloro-9-methyl-6-morpholin-4-yl-9H-purin-8-ylmethylene)azetidine-1-carboxylic acid tert-butyl ester), N1C(=NC2=C1C=CC=C2)[C@@H](C)O ((R)-1-(1H-benzoimidazol-2-yl)ethanol), CC(C)C1=CC(=C(C(=C1)C(C)C)C2=C(C=CC=C2)P(C3CCCCC3)C4CCCCC4)C(C)C (XPhos), C(=O)([O-])[O-].[Cs+].[Cs+] (Cs2CO3). Run in C1(=CC=CC=C1)C (toluene). Run at temperature 140 celsius. The reagents and catalysts are [Pd].[Pd].C(C1=CC=CC=C1)=CC(=O)C=CC1=CC=CC=C1.C(C1=CC=CC=C1)=CC(=O)C=CC1=CC=CC=C1.C(C1=CC=CC=C1)=CC(=O)C=CC1=CC=CC=C1 (tris(dibenzylideneacetone) dipalladium). Reaction SMILES: [C:1]([O:5][C:6]([N:8]1[CH2:11][C:10](=[CH:12][C:13]2[N:14]([CH3:29])[C:15]3[C:20]([N:21]=2)=[C:19]([N:22]2[CH2:27][CH2:26][O:25][CH2:24][CH2:23]2)[N:18]=[C:17](Cl)[N:16]=3)[CH2:9]1)=[O:7])([CH3:4])([CH3:3])[CH3:2].[NH:30]1[C:34]2[CH:35]=[CH:36][CH:37]=[CH:38][C:33]=2[N:32]=[C:31]1[C@H:39]([OH:41])[CH3:40].CC(C1C=C(C(C)C)C(C2C=CC=CC=2P(C2CCCCC2)C2CCCCC2)=C(C(C)C)C=1)C.C([O-])([O-])=O.[Cs+].[Cs+]>C1(C)C=CC=CC=1.[Pd].[Pd].C(=CC(C=CC1C=CC=CC=1)=O)C1C=CC=CC=1.C(=CC(C=CC1C=CC=CC=1)=O)C1C=CC=CC=1.C(=CC(C=CC1C=CC=CC=1)=O)C1C=CC=CC=1>[C:1]([O:5][C:6]([N:8]1[CH2:11][C:10](=[CH:12][C:13]2[N:14]([CH3:29])[C:15]3[C:20]([N:21]=2)=[C:19]([N:22]2[CH2:27][CH2:26][O:25][CH2:24][CH2:23]2)[N:18]=[C:17]([N:30]2[C:34]4[CH:35]=[CH:36][CH:37]=[CH:38][C:33]=4[N:32]=[C:31]2[C@H:39]([OH:41])[CH3:40])[N:16]=3)[CH2:9]1)=[O:7])([CH3:4])([CH3:3])[CH3:2] |f:3.4.5,7.8.9.10.11|. The reactants are C(C)(C)(C)OC(NC1=C(C=CC=C1)NC(\C=C\C1=CC=C(C=C1)C(C)(C(NC1=CC=C(C=C1)C(F)(F)F)=O)NCCN1CCOCC1)=O)=O ((E)-[2-(3-{4-[1-(2-Morpholin-4-yl-ethylamino)-1-(4-trifluoromethyl-phenylcarbamoyl)-ethyl]-phenyl}-acryloylamino)-phenyl]-carbamic acid tert-butyl ester), C(C)(C)(C)OC(NC1=C(C=CC=C1)NC(\C=C\C1=CC=C(C=C1)C(C)(C(NC1=CC=C(C=C1)C(F)(F)F)=O)NCCN1CCOCC1)=O)=O ((E)-[2-(3-{4-[1-(2-Morpholin-4-yl-ethylamino)-1-(4-trifluoromethyl-phenylcarbamoyl)-ethyl]-phenyl}-acryloylamino)-phenyl]-carbamic acid tert-butyl ester), Cl (HCl). The solvent is CO (methanol). Yields the product NC1=C(C=CC=C1)NC(\C=C\C1=CC=C(C=C1)C(C)(C(NC1=CC=C(C=C1)C(F)(F)F)=O)NCCN1CCOCC1)=O ((E)-N-(2-Amino-phenyl)-3-{4-[1-(2-morpholin-4-yl-ethylamino)-1-(4-trifluoromethyl-phenylcarbamoyl)-ethyl]-phenyl}-acrylamide). The yield is 13.0%. RXN SMILES: C(OC(=O)[NH:7][C:8]1[CH:13]=[CH:12][CH:11]=[CH:10][C:9]=1[NH:14][C:15](=[O:48])/[CH:16]=[CH:17]/[C:18]1[CH:23]=[CH:22][C:21]([C:24]([NH:39][CH2:40][CH2:41][N:42]2[CH2:47][CH2:46][O:45][CH2:44][CH2:43]2)([C:26](=[O:38])[NH:27][C:28]2[CH:33]=[CH:32][C:31]([C:34]([F:37])([F:36])[F:35])=[CH:30][CH:29]=2)[CH3:25])=[CH:20][CH:19]=1)(C)(C)C.Cl>CO>[NH2:7][C:8]1[CH:13]=[CH:12][CH:11]=[CH:10][C:9]=1[NH:14][C:15](=[O:48])/[CH:16]=[CH:17]/[C:18]1[CH:23]=[CH:22][C:21]([C:24]([NH:39][CH2:40][CH2:41][N:42]2[CH2:47][CH2:46][O:45][CH2:44][CH2:43]2)([C:26](=[O:38])[NH:27][C:28]2[CH:33]=[CH:32][C:31]([C:34]([F:35])([F:36])[F:37])=[CH:30][CH:29]=2)[CH3:25])=[CH:20][CH:19]=1. Procedure details: (E)-[2-(3-{4-[1-(2-Morpholin-4-yl-ethylamino)-1-(4-trifluoromethyl-phenylcarbamoyl)-ethyl]-phenyl}-acryloylamino)-phenyl]-carbamic acid tert-butyl ester (crude material from Example 24) was treated with 1.25M HCl in methanol (2.8 mL) at room temperature for 2 hours. The reaction was quenched slowly with solid sodium bicarbonate until the pH was 6-7. The mixture was diluted in acetonitrile with a small amount of dimethylsulfoxide, passed through a 40 μm pipette filter, and then purified by prepar...